Dataset: the Open Reaction Database (ORD), a public repository of structured organic reaction records. Task: describe an organic reaction: reactants, conditions, products, and yield The reactants are ClC=1C=C(C(=O)Cl)C=CC1 (3-chlorobenzoyl chloride), C(C)OC(CC1CCN(CC1)C1=NC(=CC=C1N)S(=O)(=O)C)=O ((3′-amino-6′-methanesulfonyl-3,4,5,6-tetrahydro-2H-[1,2′]bipyridinyl-4-yl)-acetic acid ethyl ester), ClC=1C=C(C(=O)Cl)C=CC1 (3-chlorobenzoyl chloride), C(C)(C)N(C(C)C)CC (N,N-diisopropylethylamine). Run in C(C)#N (acetonitrile). Reaction conditions: temperature 80 celsius, time 10 minute. Yields the product C(C)OC(CC1CCN(CC1)C1=NC(=CC=C1NC(C1=CC(=CC=C1)Cl)=O)S(=O)(=O)C)=O ([3′-(3-chloro-benzoylamino)-6′-methanesulfonyl-3,4,5,6-tetrahydro-2H-[1,2′]bipyridinyl-4-yl]-acetic acid ethyl ester). The yield is 49.8%. Reaction SMILES: [CH2:1]([O:3][C:4](=[O:23])[CH2:5][CH:6]1[CH2:11][CH2:10][N:9]([C:12]2[C:17]([NH2:18])=[CH:16][CH:15]=[C:14]([S:19]([CH3:22])(=[O:21])=[O:20])[N:13]=2)[CH2:8][CH2:7]1)[CH3:2].C(N(CC)C(C)C)(C)C.[Cl:33][C:34]1[CH:35]=[C:36]([CH:40]=[CH:41][CH:42]=1)[C:37](Cl)=[O:38]>C(#N)C>[CH2:1]([O:3][C:4](=[O:23])[CH2:5][CH:6]1[CH2:11][CH2:10][N:9]([C:12]2[C:17]([NH:18][C:37](=[O:38])[C:36]3[CH:40]=[CH:41][CH:42]=[C:34]([Cl:33])[CH:35]=3)=[CH:16][CH:15]=[C:14]([S:19]([CH3:22])(=[O:21])=[O:20])[N:13]=2)[CH2:8][CH2:7]1)[CH3:2]. Procedure details: To a mixture of 0.080 g (0.23 mmol) of (3′-amino-6′-methanesulfonyl-3,4,5,6-tetrahydro-2H-[1,2′]bipyridinyl-4-yl)-acetic acid ethyl ester in acetonitrile (5 mL) is added 0.12 mL (0.70 mmol) of N,N-diisopropylethylamine followed by 0.032 mL (0.28 mmol) of 3-chlorobenzoyl chloride. The mixture is heated at 80° C. for 1 h then an additional 0.096 mL (0.84 mmol) of 3-chlorobenzoyl chloride is added. The mixture is stirred at 80° C. for an additional 10 minutes then cooled to room temperature and con... Starting materials: C(C1=CC=CC=C1)(=O)NNC(=O)C1=CC(=NC=C1)NC(C1=CC=CC=C1)=O (N-(4-(2-benzoylhydrazinecarbonyl)pyridin-2-yl)benzamide), C1(=CC=CC=C1)CC(=O)NNC(=O)C1=CC(=NC=C1)NC(C1=CC=CC=C1)=O (N-(4-(2-(2-phenylacetyl)hydrazinecarbonyl)pyridin-2-yl)benzamide), [OH-].COC(=O)NS(=O)(=O)[N+](CC)(CC)CC ((methoxycarbonylsulfamoyl)triethylammonium hydroxide). Yields the product C(C1=CC=CC=C1)C1=NN=C(O1)C1=CC(=NC=C1)NC(C1=CC=CC=C1)=O (N-[4-(5-benzyl-[1,3,4]oxadiazol-2-yl)-pyridin-2-yl]benzamide). The yield is 17.0%. As a reaction SMILES: C(NNC(C1C=CN=C(NC(=O)C2C=CC=CC=2)C=1)=O)(=O)C1C=CC=CC=1.[C:28]1([CH2:34][C:35]([NH:37][NH:38][C:39]([C:41]2[CH:46]=[CH:45][N:44]=[C:43]([NH:47][C:48](=[O:55])[C:49]3[CH:54]=[CH:53][CH:52]=[CH:51][CH:50]=3)[CH:42]=2)=[O:40])=O)[CH:33]=[CH:32][CH:31]=[CH:30][CH:29]=1.[OH-].COC(NS([N+](CC)(CC)CC)(=O)=O)=O>>[CH2:34]([C:35]1[O:40][C:39]([C:41]2[CH:46]=[CH:45][N:44]=[C:43]([NH:47][C:48](=[O:55])[C:49]3[CH:54]=[CH:53][CH:52]=[CH:51][CH:50]=3)[CH:42]=2)=[N:38][N:37]=1)[C:28]1[CH:33]=[CH:32][CH:31]=[CH:30][CH:29]=1 |f:2.3|. Procedure: Following the procedure as described in Example 11, making variations as required to replace N-(4-(2-benzoylhydrazinecarbonyl)pyridin-2-yl)benzamide with N-(4-(2-(2-phenylacetyl)hydrazinecarbonyl)pyridin-2-yl)benzamide to react with (methoxycarbonylsulfamoyl)triethylammonium hydroxide, N-[4-(5-benzyl-[1,3,4]oxadiazol-2-yl)-pyridin-2-yl]benzamide was obtained as a colorless solid in 17% yield: mp 187-189° C.; 1H NMR (300 MHz, CDCl3) δ 9.14 (br s, 1H), 8.94 (br s, 1H), 8.36 (br s, 1H), 7.94 (d, J=... Starting materials: [Br-], Br, C=CC(=O)OC, CC(C)=O, O=N[O-], N#N, Nc1ccc(F)cc1, [Na+], O. The product is COC(=O)C(Br)Cc1ccc(F)cc1. Reaction SMILES: [Br-:20].[BrH:9].[C:14]([CH:15]=[CH2:16])(=[O:17])[O:18][CH3:19].[CH3:24][C:25](=[O:26])[CH3:27].[N:10]([O-:11])=[O:12].[N:21]#[N:22].[NH2:1][c:2]1[cH:3][cH:4][c:5]([F:6])[cH:7][cH:8]1.[Na+:13].[OH2:23]>>[c:2]1([CH2:16][CH:15]([Br:9])[C:14](=[O:17])[O:18][CH3:19])[cH:3][cH:4][c:5]([F:6])[cH:7][cH:8]1. The reactants are [Na+], C[Si](C)(C)CCOCn1nc(I)c2cc(C3OCCO3)ccc21, O=S([O-])c1ccccc1. Product: C[Si](C)(C)CCOCn1nc(S(=O)(=O)c2ccccc2)c2cc(C3OCCO3)ccc21. RXN SMILES: [Na+:33].[O:1]1[CH:2]([c:6]2[cH:7][c:8]3[c:9]([I:23])[n:10][n:11]([CH2:15][O:16][CH2:17][CH2:18][Si:19]([CH3:20])([CH3:21])[CH3:22])[c:12]3[cH:13][cH:14]2)[O:3][CH2:4][CH2:5]1.[c:24]1([S:30](=[O:31])[O-:32])[cH:25][cH:26][cH:27][cH:28][cH:29]1>>[O:1]1[CH:2]([c:6]2[cH:7][c:8]3[c:9]([S:30]([c:24]4[cH:25][cH:26][cH:27][cH:28][cH:29]4)(=[O:31])=[O:32])[n:10][n:11]([CH2:15][O:16][CH2:17][CH2:18][Si:19]([CH3:20])([CH3:21])[CH3:22])[c:12]3[cH:13][cH:14]2)[O:3][CH2:4][CH2:5]1. Starting materials: CC[SiH](CC)CC, CC#N, COc1cc(C(O)c2c[nH]c3ncc(C)cc23)c(F)cc1OCc1nc2cc(Cl)ccc2[nH]1, COc1cc(C(OC)c2c[nH]c3ncc(C)cc23)c(F)cc1OCc1nc2cc(Cl)ccc2[nH]1, O=C(O)C(F)(F)F. Product: COc1cc(Cc2c[nH]c3ncc(C)cc23)c(F)cc1OCc1nc2cc(Cl)ccc2[nH]1. As a reaction SMILES: [CH2:68]([SiH:69]([CH2:70][CH3:71])[CH2:72][CH3:73])[CH3:74].[CH3:82][C:83]#[N:84].[Cl:1][c:2]1[cH:3][c:4]2[c:5]([nH:6][c:7]([CH2:9][O:10][c:11]3[cH:12][c:13]([F:31])[c:14]([CH:19]([OH:20])[c:21]4[cH:22][nH:23][c:24]5[n:25][cH:26][c:27]([CH3:30])[cH:28][c:29]45)[cH:15][c:16]3[O:17][CH3:18])[n:8]2)[cH:32][cH:33]1.[Cl:34][c:35]1[cH:36][cH:37][c:38]2[nH:39][c:40]([CH2:41][O:42][c:43]3[cH:44][c:45]([F:46])[c:47]([CH:48]([O:49][CH3:50])[c:51]4[c:52]5[c:53]([n:54][cH:55][c:56]([CH3:57])[cH:58]5)[nH:59][cH:60]4)[cH:61][c:62]3[O:63][CH3:64])[n:65][c:66]2[cH:67]1.[OH:75][C:76]([C:77]([F:78])([F:79])[F:80])=[O:81]>>[Cl:1][c:2]1[cH:3][c:4]2[c:5]([nH:6][c:7]([CH2:9][O:10][c:11]3[cH:12][c:13]([F:31])[c:14]([CH2:19][c:21]4[cH:22][nH:23][c:24]5[n:25][cH:26][c:27]([CH3:30])[cH:28][c:29]45)[cH:15][c:16]3[O:17][CH3:18])[n:8]2)[cH:32][cH:33]1.